This data is from the Open Reaction Database (ORD), a public repository of structured organic reaction records. The task is: describe an organic reaction: reactants, conditions, products, and yield Starting materials: COC=1C=C(C=CC1)CC1C(CCCC1)C(=O)OC(C(C1=CC=CC=C1)=O)C1=CC=CC=C1 (2-oxo-1,2-diphenylethyl 2-[(3-methoxy-phenyl)methyl]cyclohexanecarboxylate), C(C)(=O)[O-].[NH4+] (ammonium acetate), O (water), ClCCl (dichloromethane). Run in C(C)(=O)O (acetic acid). Product: COC=1C=C(C=CC1)CC1C(CCCC1)C=1OC(=C(N1)C1=CC=CC=C1)C1=CC=CC=C1 (2-[2-[(3-methoxyphenyl)methyl]cyclohexyl]-4,5-diphenyloxazole). The yield is 93.6%. As a reaction SMILES: [CH3:1][O:2][C:3]1[CH:4]=[C:5]([CH2:9][CH:10]2[CH2:15][CH2:14][CH2:13][CH2:12][CH:11]2[C:16]([O:18][CH:19]([C:28]2[CH:33]=[CH:32][CH:31]=[CH:30][CH:29]=2)[C:20](=O)[C:21]2[CH:26]=[CH:25][CH:24]=[CH:23][CH:22]=2)=O)[CH:6]=[CH:7][CH:8]=1.C([O-])(=O)C.[NH4+:38].O.ClCCl>C(O)(=O)C>[CH3:1][O:2][C:3]1[CH:4]=[C:5]([CH2:9][CH:10]2[CH2:15][CH2:14][CH2:13][CH2:12][CH:11]2[C:16]2[O:18][C:19]([C:28]3[CH:33]=[CH:32][CH:31]=[CH:30][CH:29]=3)=[C:20]([C:21]3[CH:26]=[CH:25][CH:24]=[CH:23][CH:22]=3)[N:38]=2)[CH:6]=[CH:7][CH:8]=1 |f:1.2|. Reported procedure: A solution of 2-oxo-1,2-diphenylethyl 2-[(3-methoxy-phenyl)methyl]cyclohexanecarboxylate (440 mg) and ammonium acetate (593 mg) in acetic acid (2.4 ml) was refluxed for 3 hours and cooled to room temperature, and a mixture of water and dichloromethane was added thereto. The organic layer was washed with water and sodium bicarbonate aqueous solution, dried over magnesium sulfate, and evaporated in vacuo to afford 2-[2-[(3-methoxyphenyl)methyl]cyclohexyl]-4,5-diphenyloxazole (394 mg). Starting materials: C(C)(=O)NC1=NC=C(C(=C1)C=1OC(=C(N1)C(=O)OC)C1=C(C=CC=C1)Cl)C (methyl 2-[2-(acetylamino)-5-methylpyridin-4-yl]-5-(2-chlorophenyl)-1,3-oxazole-4-carboxylate), C1CCOC1 (THF), [OH-].[Na+] (NaOH). Solvent: CO (MeOH). Run at time 8 hour. Yields the product C(C)(=O)NC1=NC=C(C(=C1)C=1OC(=C(N1)C(=O)O)C1=C(C=CC=C1)Cl)C (2-[2-(acetylamino)-5-methylpyridin-4-yl]-5-(2-chlorophenyl)-1,3-oxazole-4-carboxylic acid). The yield is 62.8%. As a reaction SMILES: [C:1]([NH:4][C:5]1[CH:10]=[C:9]([C:11]2[O:12][C:13]([C:20]3[CH:25]=[CH:24][CH:23]=[CH:22][C:21]=3[Cl:26])=[C:14]([C:16]([O:18]C)=[O:17])[N:15]=2)[C:8]([CH3:27])=[CH:7][N:6]=1)(=[O:3])[CH3:2].C1COCC1.[OH-].[Na+]>CO>[C:1]([NH:4][C:5]1[CH:10]=[C:9]([C:11]2[O:12][C:13]([C:20]3[CH:25]=[CH:24][CH:23]=[CH:22][C:21]=3[Cl:26])=[C:14]([C:16]([OH:18])=[O:17])[N:15]=2)[C:8]([CH3:27])=[CH:7][N:6]=1)(=[O:3])[CH3:2] |f:2.3|. Procedure details: To a round bottom flask was added methyl 2-[2-(acetylamino)-5-methylpyridin-4-yl]-5-(2-chlorophenyl)-1,3-oxazole-4-carboxylate (2.30 g, 6.0 mmol), THF (20 mL), MeOH (30 mL), and 1M aqueous NaOH (25 mL). The reaction mixture was allowed to stir at rt overnight. The mixture was concentrated and 1M aqueous HCl was added until the solution became acidic. The mixture was filtered and the solid was dried to give 2-[2-(acetylamino)-5-methylpyridin-4-yl]-5-(2-chlorophenyl)-1,3-oxazole-4-carboxylic acid ...